From a dataset of the Open Reaction Database (ORD), a public repository of structured organic reaction records. describe an organic reaction: reactants, conditions, products, and yield The reactants are ClC1=CC2=C(C=N1)OC1=CC=C(C=C1[C@@]21COCC(=N1)N)C=1C(=NC=CC1)F ((S)-3-chloro-7-(2-fluoropyridin-3-yl)-2′,6′-dihydrospiro[chromeno[2,3-c]pyridine-5,3′-[1,4]oxazin]-5′-amine), O1CCC(=CC1)B(O)O (3,6-dihydro-2H-pyran-4-ylboronic acid), bis[di-tert-butyl(4-dimethylaminophenyl)phosphine]dichloropalladium(II), P(=O)([O-])([O-])[O-].[K+].[K+].[K+] (potassium phosphate), O1CCOCC1 (Dioxane). Solvent: O (water). Reaction conditions: temperature 110 celsius. The product is O1CCC(=CC1)C1=CC2=C(C=N1)OC1=CC=C(C=C1[C@@]21COCC(=N1)N)C=1C(=NC=CC1)F ((S)-3-(3,6-dihydro-2H-pyran-4-yl)-7-(2-fluoropyridin-3-yl)-2′,6′-dihydrospiro[chromeno[2,3-c]pyridine-5,3′-[1,4]oxazin]-5′-amine). Isolated yield 92.9%. As a reaction SMILES: Cl[C:2]1[N:7]=[CH:6][C:5]2[O:8][C:9]3[C:14]([C@:15]4([N:20]=[C:19]([NH2:21])[CH2:18][O:17][CH2:16]4)[C:4]=2[CH:3]=1)=[CH:13][C:12]([C:22]1[C:23]([F:28])=[N:24][CH:25]=[CH:26][CH:27]=1)=[CH:11][CH:10]=3.[O:29]1[CH2:34][CH:33]=[C:32](B(O)O)[CH2:31][CH2:30]1.P([O-])([O-])([O-])=O.[K+].[K+].[K+].O1CCOCC1>O>[O:29]1[CH2:30][CH:31]=[C:32]([C:2]2[N:7]=[CH:6][C:5]3[O:8][C:9]4[C:14]([C@:15]5([N:20]=[C:19]([NH2:21])[CH2:18][O:17][CH2:16]5)[C:4]=3[CH:3]=2)=[CH:13][C:12]([C:22]2[C:23]([F:28])=[N:24][CH:25]=[CH:26][CH:27]=2)=[CH:11][CH:10]=4)[CH2:33][CH2:34]1 |f:2.3.4.5|. Procedure: A vial was charged with and (S)-3-chloro-7-(2-fluoropyridin-3-yl)-2′,6′-dihydrospiro[chromeno[2,3-c]pyridine-5,3′-[1,4]oxazin]-5′-amine (79.05 mg, 0.199 mmol), 3,6-dihydro-2H-pyran-4-ylboronic acid (76 mg, 0.598 mmol), bis[di-tert-butyl(4-dimethylaminophenyl)phosphine]dichloropalladium(II) (7.05 mg, 9.96 μmol), and potassium phosphate (127 mg, 0.598 mmol). Dioxane (747 μL) and water (249 μL) were added, and the vial was sealed and heated in a Biotage Initiator microwave reactor for 30 min at 110... Starting materials: C(C)(C)(C)OC(NC1=NC=CC(=C1C=O)Cl)=O (tert-Butyl(4-chloro-3-formylpyridin-2-yl)carbamate), NCCO (2-aminoethanol), CC(=O)O (AcOH). The solvent is C1(=CC=CC=C1)C (toluene). Reaction conditions: time 8 hour. Yields the product ClC1=CC=NC2=C1C1N(C(N2)=O)CCO1 (10-chloro-6, 10b-dihydro-2H-oxazolo[3,2-c] pyrido [3,2-e] pyrimidin-5 (3H)-one). Yield: 15.4%. Reaction SMILES: C(O[C:6](=[O:17])[NH:7][C:8]1[C:13]([CH:14]=[O:15])=[C:12]([Cl:16])[CH:11]=[CH:10][N:9]=1)(C)(C)C.[NH2:18][CH2:19][CH2:20]O.CC(O)=O>C1(C)C=CC=CC=1>[Cl:16][C:12]1[C:13]2[CH:14]3[O:15][CH2:20][CH2:19][N:18]3[C:6](=[O:17])[NH:7][C:8]=2[N:9]=[CH:10][CH:11]=1. Reported procedure: tert-Butyl(4-chloro-3-formylpyridin-2-yl)carbamate (2.0 g, 7.79 mmol), 2-aminoethanol (0.57 g, 9.35 mmol), and AcOH (0.47 g; 7.79 mmol) were suspended in toluene (20 mL), and stirred overnight at room temperature. The reaction mixture was concentrated, and suspended in hexanes/ether (5/1, v/v). The resulting precipitate was filtered, suspended in NMP (3 mL) in 20 ml seal tube, and heated for 30 min. at 150° C. The crude product was purified directly via HPLC to provide 42 (270 mg, 10% yield) as ... Starting materials: CC(Br)Br, Fc1ccccc1Cn1cccc1Br, CCCCN1CCC(=O)CC1, [Cl-], [Mg], [NH4+], C1CCOC1. Product: CCCCN1CCC(O)(c2cccn2Cc2ccccc2F)CC1. Reaction SMILES: [Br:16][CH:17]([Br:18])[CH3:19].[Br:2][c:3]1[n:4]([CH2:8][c:9]2[c:10]([F:15])[cH:11][cH:12][cH:13][cH:14]2)[cH:5][cH:6][cH:7]1.[CH2:20]([CH2:21][CH2:22][CH3:23])[N:24]1[CH2:25][CH2:26][C:27](=[O:30])[CH2:28][CH2:29]1.[Cl-:31].[Mg:1].[NH4+:32].[O:33]1[CH2:34][CH2:35][CH2:36][CH2:37]1>>[c:3]1([C:27]2([OH:30])[CH2:26][CH2:25][N:24]([CH2:20][CH2:21][CH2:22][CH3:23])[CH2:29][CH2:28]2)[n:4]([CH2:8][c:9]2[c:10]([F:15])[cH:11][cH:12][cH:13][cH:14]2)[cH:5][cH:6][cH:7]1. Starting materials: C(C)[Mg]Br (ethyl magnesium bromide), ClC1=C(COC=2C=C3C(=CN(C3=CC2)CCCC#N)C=O)C(=CC=C1)Cl (4-[5-(2,6-dichlorobenzyloxy)-3-formyl-indol-1-yl]butyronitrile), ketone 4-[5-( 2,6-dichlorobenzyloxy)-3-propionyl-indol-1-yl]butyronitrile. The solvent is C1CCOC1 (THF). Conditions: temperature -78 celsius, time 3 hour. Yields the product ClC1=C(COC=2C=C3C(=CN(C3=CC2)CCCC#N)C(CC)=O)C(=CC=C1)Cl (4-[5-(2,6-Dichlorobenzyloxy)-3-propionyl-indol-1-yl]butyronitrile). Reaction SMILES: [Cl:1][C:2]1[CH:25]=[CH:24][CH:23]=[C:22]([Cl:26])[C:3]=1[CH2:4][O:5][C:6]1[CH:7]=[C:8]2[C:12](=[CH:13][CH:14]=1)[N:11]([CH2:15][CH2:16][CH2:17][C:18]#[N:19])[CH:10]=[C:9]2[CH:20]=[O:21].[CH2:27]([Mg]Br)[CH3:28]>C1COCC1>[Cl:1][C:2]1[CH:25]=[CH:24][CH:23]=[C:22]([Cl:26])[C:3]=1[CH2:4][O:5][C:6]1[CH:7]=[C:8]2[C:12](=[CH:13][CH:14]=1)[N:11]([CH2:15][CH2:16][CH2:17][C:18]#[N:19])[CH:10]=[C:9]2[C:20](=[O:21])[CH2:27][CH3:28]. Procedure details: To a flame dried flask was added a solution of 4-[5-(2,6-dichlorobenzyloxy)-3-formyl-indol-1-yl]butyronitrile (0.23 g, 0.59 mmol) in THF (10 mL) and cooled to −78° C. To this solution ethyl magnesium bromide (1.0M in THF, 0.65 mL, 0.65 mmol) was added via dropwise addition. The reaction was stirred at −78° C. for 3 h then warmed to room temperature slowly. After stirring at room temperature for 18 h, the reaction was partitioned between ethyl acetate and water. The organic layer was washed with ... Starting materials: CC(C(C)=O)=CCC1C(C2(CC2C1)C)(C)C (3-methyl-5-(1,2,2-trimethylbicyclo-[3.1.0]hex-3-yl)pent-3-en-2-one), O (water), CC(C)([O-])C.[K+] (potassium tert-butoxide), CI (methyl iodide). Solvent: same solvent, O1CCCC1 (tetrahydrofuran). Conditions: temperature -35 celsius, time 5 minute. Product: CC(C(C)=O)(C=CC1C(C2(CC2C1)C)(C)C)C (3,3-dimethyl-5-(1,2,2-trimethylbicyclo[3.1.0]hex-3-yl)pent-4-en-2-one). Yield: 77.9%. RXN SMILES: [CH3:1]C(C)([O-])C.[K+].[CH3:7][C:8](=[CH:12][CH2:13][CH:14]1[CH2:19][CH:18]2[C:16]([CH3:20])([CH2:17]2)[C:15]1([CH3:22])[CH3:21])[C:9](=[O:11])[CH3:10].CI.O>O1CCCC1>[CH3:7][C:8]([CH3:1])([CH:12]=[CH:13][CH:14]1[CH2:19][CH:18]2[C:16]([CH3:20])([CH2:17]2)[C:15]1([CH3:22])[CH3:21])[C:9](=[O:11])[CH3:10] |f:0.1|. Procedure: 5.0 g (43 mmol) of potassium tert-butoxide dissolved in 50 ml of tetrahydrofuran was added to the solution of 8.7 g (40 mmol) of 3-methyl-5-(1,2,2-trimethylbicyclo-[3.1.0]hex-3-yl)pent-3-en-2-one in 50 ml of the same solvent at -40° C. After 5 minutes of stirring at -35° C. 7.0 g (45 mmol) of methyl iodide was added rapidly and stirring continued at -20° C. for 10 minutes. The reaction mixture was poured on 200 ml of water and worked up as usual. Flash chromatography of the crude product (silica... Reactants: [Na+], O=C1Cc2cccc(Sc3ccccc3Cl)c2N1, C1COCCO1, [OH-], O. Product: [Na+], Nc1c(CC(=O)[O-])cccc1Sc1ccccc1Cl. RXN SMILES: [Na+:20].[O:1]=[C:2]1[NH:3][c:4]2[c:5]([S:11][c:12]3[c:13]([Cl:18])[cH:14][cH:15][cH:16][cH:17]3)[cH:6][cH:7][cH:8][c:9]2[CH2:10]1.[O:21]1[CH2:22][CH2:23][O:24][CH2:25][CH2:26]1.[OH-:19].[OH2:27]>>[Na+:20].[O:1]=[C:2]([CH2:10][c:9]1[c:4]([NH2:3])[c:5]([S:11][c:12]2[c:13]([Cl:18])[cH:14][cH:15][cH:16][cH:17]2)[cH:6][cH:7][cH:8]1)[O-:21].